This data is from the Open Reaction Database (ORD), a public repository of structured organic reaction records. The task is: describe an organic reaction: reactants, conditions, products, and yield Starting materials: C1CCOC1, Cc1ccc(N)cc1-c1ccc2c(c1)[nH]c1ncncc12, CO, CCN(C(C)C)C(C)C, O=C=Nc1cccc(C(F)(F)F)c1. Product: Cc1ccc(NC(=O)Nc2cccc(C(F)(F)F)c2)cc1-c1ccc2c(c1)[nH]c1ncncc12. As a reaction SMILES: [CH2:44]1[O:45][CH2:46][CH2:47][CH2:48]1.[CH3:14][c:15]1[c:16](-[c:22]2[cH:23][cH:24][c:25]3[c:26]4[c:27]([nH:28][c:29]3[cH:30]2)[n:31][cH:32][n:33][cH:34]4)[cH:17][c:18]([NH2:19])[cH:20][cH:21]1.[CH3:49][OH:50].[CH:35]([N:36]([CH2:37][CH3:38])[CH:39]([CH3:40])[CH3:41])([CH3:42])[CH3:43].[N:1](=[C:2]=[O:3])[c:4]1[cH:5][c:6]([C:10]([F:11])([F:12])[F:13])[cH:7][cH:8][cH:9]1>>[NH:1]([C:2](=[O:3])[NH:19][c:18]1[cH:17][c:16](-[c:22]2[cH:23][cH:24][c:25]3[c:26]4[c:27]([nH:28][c:29]3[cH:30]2)[n:31][cH:32][n:33][cH:34]4)[c:15]([CH3:14])[cH:21][cH:20]1)[c:4]1[cH:5][c:6]([C:10]([F:11])([F:12])[F:13])[cH:7][cH:8][cH:9]1. Procedure: To a solution of compound 30 (255 mg, 0.309 mmol) in THF/MeOH (15 mL/15 mL) was added 10% Pd/C (71 mg) at rt. The reaction mixture was stirred at r.t. for 15 hours under hydrogen and filtered off. The filtrate was concentrated in vacuo and the residue was purified using reverse phase preparative HPLC to provide the title compound E012 (51 mg, 36%). Reagents/catalysts: [Pd] (Pd/C). Run at time 15 hour. Starting materials: ClC1=C2CCCOC2=C(C=C1CC1=CC=C(C=C1)OCC)[C@@H]1O[C@@H]([C@H]([C@@H]([C@H]1OCC1=CC=CC=C1)OCC1=CC=CC=C1)OCC1=CC=CC=C1)COCC1=CC=CC=C1 (5-Chloro-6-(4-ethoxybenzyl)-8-((2S,3S,4R,5R,6R)-3,4,5-tris(benzyloxy)-6-(benzyloxymethyl)tetrahydro-2H-pyran-2-yl)chroman). The product is ClC1=C2CCCOC2=C(C=C1CC1=CC=C(C=C1)OCC)[C@@H]1O[C@@H]([C@H]([C@@H]([C@H]1O)O)O)CO ((2S,3R,4R,5S,6R)-2-(5-Chloro-6-(4-ethoxybenzyl)chroman-8-yl)-6-(hydroxymethyl)tetrahydro-2H-pyran-3,4,5-triol). Solvent: C1CCOC1.CO (THF MeOH). RXN SMILES: [Cl:1][C:2]1[C:11]([CH2:12][C:13]2[CH:18]=[CH:17][C:16]([O:19][CH2:20][CH3:21])=[CH:15][CH:14]=2)=[CH:10][C:9]([C@H:22]2[C@H:27]([O:28]CC3C=CC=CC=3)[C@@H:26]([O:36]CC3C=CC=CC=3)[C@H:25]([O:44]CC3C=CC=CC=3)[C@@H:24]([CH2:52][O:53]CC3C=CC=CC=3)[O:23]2)=[C:8]2[C:3]=1[CH2:4][CH2:5][CH2:6][O:7]2>C1COCC1.CO.[Pd]>[Cl:1][C:2]1[C:11]([CH2:12][C:13]2[CH:18]=[CH:17][C:16]([O:19][CH2:20][CH3:21])=[CH:15][CH:14]=2)=[CH:10][C:9]([C@H:22]2[C@H:27]([OH:28])[C@@H:26]([OH:36])[C@H:25]([OH:44])[C@@H:24]([CH2:52][OH:53])[O:23]2)=[C:8]2[C:3]=1[CH2:4][CH2:5][CH2:6][O:7]2 |f:1.2|. The reactants are C(C1=CC=CC=C1)OC(C(NC(=O)OCCCC)CCCCN)=O (butoxycarbonyl-D,L-lysine benzyl ester), N[C@@H]1C(N[C@H]1CC(C)C)=O (trans-3-amino-4-(2-methylpropyl)-2-azetidinone), C(=O)=NC(C(C(=O)OOCCCC)=O)CCC (butoxy carbonylamino-2-oxohexanoate). Yields the product C(CCC)OC(=O)NC(CCCCN)C(=O)N1[C@H](C(=O)O)CCC1 (butoxycarbonyl-D,L-lysyl-L-proline). Reaction SMILES: C(O[C:9](=[O:24])[CH:10]([CH2:19][CH2:20][CH2:21][CH2:22][NH2:23])[NH:11][C:12]([O:14][CH2:15][CH2:16][CH2:17][CH3:18])=[O:13])C1C=CC=CC=1.[NH2:25][C@H:26]1[C@H:29]([CH2:30][CH:31](C)C)N[C:27]1=[O:34].C(=NC(CCC)C(=O)C(OOCCCC)=O)=[O:36]>>[CH2:15]([O:14][C:12]([NH:11][CH:10]([C:9]([N:25]1[CH2:31][CH2:30][CH2:29][C@H:26]1[C:27]([OH:34])=[O:36])=[O:24])[CH2:19][CH2:20][CH2:21][CH2:22][NH2:23])=[O:13])[CH2:16][CH2:17][CH3:18]. Procedure: N-α-[4-(2-methylpropyl)-2-oxo-3-azetidinyl]-N-ε-3°-butoxycarbonyl-D,L-lysine benzyl ester can be prepared from trans-3-amino-4-(2-methylpropyl)-2-azetidinone (Example 78) and benzyl ε-3°-butoxy carbonylamino-2-oxohexanoate. The benzyl group can be removed by hydrogenation and the product coupled with L-proline benzyl ester. The product, N-α-[4-(2-methylpropyl)-2-oxo-3-azetidinyl]-N-ε-3°-butoxycarbonyl-D,L-lysyl-L-proline benzyl ester, can then be debenzylated with hydrogen and the β-lactam hydro... Reactants: NC1=C(C=C(C(=O)O)C=C1[N+](=O)[O-])Br (4-amino-3-bromo-5-nitrobenzoic acid), C[Si](C)(C)C=[N+]=[N-] (trimethylsilyl-diazomethane). The solvent is CO (methanol), ClCCl (dichloromethane). Product: NC1=C(C=C(C(=O)OC)C=C1[N+](=O)[O-])Br (Methyl 4-amino-3-bromo-5-nitrobenzoate). The yield is 40.0%. As a reaction SMILES: [NH2:1][C:2]1[C:10]([N+:11]([O-:13])=[O:12])=[CH:9][C:5]([C:6]([OH:8])=[O:7])=[CH:4][C:3]=1[Br:14].[CH3:15][Si](C=[N+]=[N-])(C)C>ClCCl.CO>[NH2:1][C:2]1[C:10]([N+:11]([O-:13])=[O:12])=[CH:9][C:5]([C:6]([O:8][CH3:15])=[O:7])=[CH:4][C:3]=1[Br:14]. Procedure details: To a solution of 4-amino-3-bromo-5-nitrobenzoic acid (3.65 g, 14.0 mmol) in dichloromethane (35 mL) and methanol (35 mL) at 0° C. was slowly added trimethylsilyl-diazomethane (8.74 mL, 17.5 mmol). The mixture was allowed to warm to ambient temperature and concentrated. Purification by silica gel chromatography (100% hexanes→50% hexanes/ethyl acetate) gave the title compound (1.54 g). LC-MS [M]=275.1.